From a dataset of the Open Reaction Database (ORD), a public repository of structured organic reaction records. describe an organic reaction: reactants, conditions, products, and yield Reactants: [Br-].C(C)N(CC[N+](C)(C)C)C1=CC=CC=C1 (2-[ethyl(phenyl)amino]-N,N,N-trimethylethanaminium bromide), Cl (hydrochloric acid), ice, [OH-].[Na+] (sodium hydroxide), Cl.NC=1SC(=C(N1)C)C (2-amino-4,5-dimethyl-1,3-thiazol hydrochloride), N(=O)OS(O)(=O)=O (nitrosyl sulphuric acid), diazonium salt. The solvent is C(C)(=O)O (acetic acid), C(C)(=O)O (acetic acid), S(O)(O)(=O)=O (sulphuric acid). Conditions: temperature 15 celsius, time 1.5 hour. Yields the product [Br-].CC=1N=C(SC1C)N=NC1=CC=C(C=C1)N(CC[N+](C)(C)C)CC (2-[{4-[(4,5-dimethyl-1,3-thiazol-2-yl)diazenyl]phenyl}(ethyl)amino]-N,N,N-trimethylethanaminium bromide). Isolated yield 68.4%. As a reaction SMILES: Cl.[NH2:2][C:3]1[S:4][C:5]([CH3:9])=[C:6]([CH3:8])[N:7]=1.[N:10](OS(=O)(=O)O)=O.[Br-:17].[CH2:18]([N:20]([C:27]1[CH:32]=[CH:31][CH:30]=[CH:29][CH:28]=1)[CH2:21][CH2:22][N+:23]([CH3:26])([CH3:25])[CH3:24])[CH3:19].Cl.[OH-].[Na+]>C(O)(=O)C.S(=O)(=O)(O)O>[Br-:17].[CH3:8][C:6]1[N:7]=[C:3]([N:2]=[N:10][C:30]2[CH:29]=[CH:28][C:27]([N:20]([CH2:18][CH3:19])[CH2:21][CH2:22][N+:23]([CH3:26])([CH3:24])[CH3:25])=[CH:32][CH:31]=2)[S:4][C:5]=1[CH3:9] |f:0.1,3.4,6.7,10.11|. Procedure: 11.5 g 2-amino-4,5-dimethyl-1,3-thiazol hydrochloride is dissolved in a mixture of 300 ml acetic acid and 10.2 g sulphuric acid while the temperature rises up to 30° C. The mixture is cooled to 15° C. followed by dropwise addition of 33.2 g 40% aqueous nitrosyl sulphuric acid and is stirred for 1.5 hours. In a separate beaker a solution of 20 g 2-[ethyl(phenyl)amino]-N,N,N-trimethylethanaminium bromide in a mixture of 80 ml acetic acid, 8.3 g hydrochloric acid and 120 g ice was prepared. The pre... Starting materials: Brc1ccc2c(c1)CCN2, O=C([O-])[O-], [K+], O=[N+]([O-])[O-], [Na+], [Na+], O=S(=O)(O)O. Yields the product O=[N+]([O-])c1cc2c(cc1Br)CCN2. Reaction SMILES: [Br:1][c:2]1[cH:3][c:4]2[c:8]([cH:9][cH:10]1)[NH:7][CH2:6][CH2:5]2.[C:16](=[O:17])([O-:18])[O-:19].[K+:15].[N+:11](=[O:12])([O-:13])[O-:14].[Na+:20].[Na+:21].[S:22](=[O:23])(=[O:24])([OH:25])[OH:26]>>[Br:1][c:2]1[cH:3][c:4]2[c:8]([cH:9][c:10]1[N+:11](=[O:12])[O-:13])[NH:7][CH2:6][CH2:5]2. Yields the product C(#N)C1C=2C=CC(=CC2CCC1)NS(=O)(=O)C1=CC=CC=C1 (N-(5-Cyano-5,6,7,8-tetrahydro-naphthalen-2-yl)-benzenesulfonamide). Reported procedure: N-(5-Cyano-7,8-dihydro-naphthalen-2-yl)-bezenesulfonamide (5.27 g, 17.2 mmol), 70 mL EtOH, and 50 mL acetic acid were placed in a Parr vessel, and 1.0 g of 10% Palladium on carbon (Fluka Chemica Co.) was added. The reaction mixture was shaken for 15 hours under 55 psi hydrogen. The Parr vessel was purged with nitrogen and the reaction mixture was filtered. The filtrate was added to 500 mL, water, and the aqueous mixture was extracted with EtOAc. The combined organic layers were dried (MgSO4) and... The reactants are C(#N)C=1C=2C=CC(=CC2CCC1)NS(=O)(=O)C1=CC=CC=C1 (N-(5-Cyano-7,8-dihydro-naphthalen-2-yl)-bezenesulfonamide), CCO (EtOH), [H][H] (hydrogen). Reagents/catalysts: [Pd] (Palladium on carbon). Solvent: C(C)(=O)O (acetic acid). Isolated yield 90.1%. Reaction SMILES: [C:1]([C:3]1[C:4]2[CH:5]=[CH:6][C:7]([NH:13][S:14]([C:17]3[CH:22]=[CH:21][CH:20]=[CH:19][CH:18]=3)(=[O:16])=[O:15])=[CH:8][C:9]=2[CH2:10][CH2:11][CH:12]=1)#[N:2].CCO.[H][H]>[Pd].C(O)(=O)C>[C:1]([CH:3]1[CH2:12][CH2:11][CH2:10][C:9]2[CH:8]=[C:7]([NH:13][S:14]([C:17]3[CH:22]=[CH:21][CH:20]=[CH:19][CH:18]=3)(=[O:15])=[O:16])[CH:6]=[CH:5][C:4]1=2)#[N:2]. The reactants are CC#N, Cl[Cu]Cl, Cl, CC(C)CCON=O, N#Cc1c(N)nc(Sc2ccccc2)c(C#N)c1-c1ccccc1. The product is N#Cc1c(Cl)nc(Sc2ccccc2)c(C#N)c1-c1ccccc1. As a reaction SMILES: [CH3:34][C:35]#[N:36].[Cl:37][Cu:38][Cl:39].[ClH:33].[N:1]([O:2][CH2:3][CH2:4][CH:5]([CH3:6])[CH3:7])=[O:8].[NH2:9][c:10]1[n:11][c:12]([S:26][c:27]2[cH:28][cH:29][cH:30][cH:31][cH:32]2)[c:13]([C:24]#[N:25])[c:14](-[c:18]2[cH:19][cH:20][cH:21][cH:22][cH:23]2)[c:15]1[C:16]#[N:17]>>[c:10]1([Cl:33])[n:11][c:12]([S:26][c:27]2[cH:28][cH:29][cH:30][cH:31][cH:32]2)[c:13]([C:24]#[N:25])[c:14](-[c:18]2[cH:19][cH:20][cH:21][cH:22][cH:23]2)[c:15]1[C:16]#[N:17]. RXN SMILES: [CH2:41]1[O:42][CH2:43][CH2:44][CH2:45]1.[F:31][c:32]1[cH:33][cH:34][c:35]([N:38]=[C:39]=[O:40])[cH:36][cH:37]1.[NH2:1][CH:2]1[CH2:3][CH2:4][CH:5]([NH:8][c:9]2[cH:10][c:11]([NH:28][CH2:29][CH3:30])[c:12]3[n:13]([n:14]2)[c:15]([C:18](=[O:19])[NH:20][c:21]2[c:22]([F:27])[cH:23][n:24][cH:25][cH:26]2)[cH:16][n:17]3)[CH2:6][CH2:7]1>>[NH:1]([CH:2]1[CH2:3][CH2:4][CH:5]([NH:8][c:9]2[cH:10][c:11]([NH:28][CH2:29][CH3:30])[c:12]3[n:13]([n:14]2)[c:15]([C:18](=[O:19])[NH:20][c:21]2[c:22]([F:27])[cH:23][n:24][cH:25][cH:26]2)[cH:16][n:17]3)[CH2:6][CH2:7]1)[C:39]([NH:38][c:35]1[cH:34][cH:33][c:32]([F:31])[cH:37][cH:36]1)=[O:40]. Yields the product CCNc1cc(NC2CCC(NC(=O)Nc3ccc(F)cc3)CC2)nn2c(C(=O)Nc3ccncc3F)cnc12. Reactants: C1CCOC1, O=C=Nc1ccc(F)cc1, CCNc1cc(NC2CCC(N)CC2)nn2c(C(=O)Nc3ccncc3F)cnc12. Reactants: C(C)(=O)O[C@H]1[C@H](O[C@@H]([C@@H]([C@@H]1OC(C)=O)OC(C)=O)COC(C)=O)CCP(OCC)(OCC)=O (Diethyl 2-(2,3,4,6-tetra-O-acetyl-α-D-galactopyranosyl)-ethylphosphonate), N1=CC=CC=C1 (pyridine), [Si](C)(C)(C)Br (Me3SiBr). Run in CC#N (CH3CN). Reaction conditions: temperature 0 celsius, time 3 hour. Yields the product C(C)(=O)O[C@H]1[C@H](O[C@@H]([C@@H]([C@@H]1OC(C)=O)OC(C)=O)COC(C)=O)CCP([O-])([O-])=O.C(C)[NH+](CC)CC.C(C)[NH+](CC)CC (Bis(triethylammonium) 2-(2,3,4,6-tetra-O-acetyl-α-D-galactopyranosyl)-ethylphospho-nate). RXN SMILES: [C:1]([O:4][C@@H:5]1[C@@H:10]([O:11][C:12](=[O:14])[CH3:13])[C@@H:9]([O:15][C:16](=[O:18])[CH3:17])[C@@H:8]([CH2:19][O:20][C:21](=[O:23])[CH3:22])[O:7][C@@H:6]1[CH2:24][CH2:25][P:26](=[O:33])([O:30][CH2:31][CH3:32])[O:27]CC)(=[O:3])[CH3:2].[N:34]1[CH:39]=[CH:38]C=[CH:36][CH:35]=1.[Si](Br)(C)(C)C>CC#N>[C:1]([O:4][C@@H:5]1[C@@H:10]([O:11][C:12](=[O:14])[CH3:13])[C@@H:9]([O:15][C:16](=[O:18])[CH3:17])[C@@H:8]([CH2:19][O:20][C:21](=[O:23])[CH3:22])[O:7][C@@H:6]1[CH2:24][CH2:25][P:26](=[O:27])([O-:30])[O-:33])(=[O:3])[CH3:2].[CH2:35]([NH+:34]([CH2:31][CH3:32])[CH2:39][CH3:38])[CH3:36].[CH2:35]([NH+:34]([CH2:31][CH3:32])[CH2:39][CH3:38])[CH3:36] |f:4.5.6|. Procedure details: To a solution of 5a (260 mg, 0.53 mmol) in CH3CN (5 mL) at 0° C., pyridine (450 μL, 5.52 mmol, 10.5 equiv.) was added, followed by Me3SiBr (730 μL, 5.52 mmol, 10.5 equiv.). The solution was stirred at 0° C. for 3 h. The reaction was quenched with H2O/C5H5N (9:1, 5 mL) and the solution was evaporated to dryness. The residue was purified by Purification Method 1 (0-50% MeOH against 0.05 M TEAB) to afford the triethylammonium salt of phosphonic acid 6 in quantitative yield (230 mg, 0.52 mmol): Rf 0... Starting materials: CC(C)(Br)C(N)=O, CCc1nc2ccccc2n1-c1nc(N2CCOCC2)c2nc(CC3CNC3)n(C)c2n1. Product: CCc1nc2ccccc2n1-c1nc(N2CCOCC2)c2nc(CC3CN(C(C)(C)C(N)=O)C3)n(C)c2n1. Reaction SMILES: [Br:33][C:34]([C:35](=[O:36])[NH2:37])([CH3:38])[CH3:39].[NH:1]1[CH2:2][CH:3]([CH2:5][c:6]2[n:7]([CH3:32])[c:8]3[n:9][c:10](-[n:21]4[c:22]([CH2:30][CH3:31])[n:23][c:24]5[c:25]4[cH:26][cH:27][cH:28][cH:29]5)[n:11][c:12]([N:15]4[CH2:16][CH2:17][O:18][CH2:19][CH2:20]4)[c:13]3[n:14]2)[CH2:4]1>>[N:1]1([C:34]([C:35](=[O:36])[NH2:37])([CH3:38])[CH3:39])[CH2:2][CH:3]([CH2:5][c:6]2[n:7]([CH3:32])[c:8]3[n:9][c:10](-[n:21]4[c:22]([CH2:30][CH3:31])[n:23][c:24]5[c:25]4[cH:26][cH:27][cH:28][cH:29]5)[n:11][c:12]([N:15]4[CH2:16][CH2:17][O:18][CH2:19][CH2:20]4)[c:13]3[n:14]2)[CH2:4]1.